Dataset: the Open Reaction Database (ORD), a public repository of structured organic reaction records. Task: describe an organic reaction: reactants, conditions, products, and yield The reactants are O=C(OCc1ccccc1)C1CC(O)CCC1C(=O)N1CCC(c2ccccc2)C1, ClCCl, [Na+], [OH-]. Yields the product O=C1CCC(C(=O)N2CCC(c3ccccc3)C2)C(C(=O)OCc2ccccc2)C1. As a reaction SMILES: [CH2:1]([c:2]1[cH:3][cH:4][cH:5][cH:6][cH:7]1)[O:8][C:9](=[O:10])[CH:11]1[CH:12]([C:18](=[O:19])[N:20]2[CH2:21][CH:22]([c:25]3[cH:26][cH:27][cH:28][cH:29][cH:30]3)[CH2:23][CH2:24]2)[CH2:13][CH2:14][CH:15]([OH:17])[CH2:16]1.[CH2:33]([Cl:34])[Cl:35].[Na+:32].[OH-:31]>>[CH2:1]([c:2]1[cH:3][cH:4][cH:5][cH:6][cH:7]1)[O:8][C:9](=[O:10])[CH:11]1[CH:12]([C:18](=[O:19])[N:20]2[CH2:21][CH:22]([c:25]3[cH:26][cH:27][cH:28][cH:29][cH:30]3)[CH2:23][CH2:24]2)[CH2:13][CH2:14][C:15](=[O:17])[CH2:16]1. The reactants are C(C)NC1=CC=CC=C1 (N-ethylaniline), C(CCC)O (n-butanol), P(OC1=CC=CC=C1)(OC1=CC=CC=C1)OC1=CC=CC=C1 (triphenyl phosphite). Run in O (water). The product is C(C)N(C1=CC=CC=C1)CCCC (N-ethyl-N-butyl-aniline). The yield is 69.0%. As a reaction SMILES: [CH2:1]([NH:3][C:4]1[CH:9]=[CH:8][CH:7]=[CH:6][CH:5]=1)[CH3:2].[CH2:10](O)[CH2:11][CH2:12][CH3:13].P(OC1C=CC=CC=1)(OC1C=CC=CC=1)OC1C=CC=CC=1>O>[CH2:1]([N:3]([CH2:10][CH2:11][CH2:12][CH3:13])[C:4]1[CH:9]=[CH:8][CH:7]=[CH:6][CH:5]=1)[CH3:2]. Reported procedure: 182 parts of N-ethylaniline, 150 parts of n-butanol and 10 parts of triphenyl phosphite are heated for 20 hours at 230° C in a stirred autoclave. The autoclave is then let down and the water of reaction formed, unconverted ethylaniline and excess alcohol are distilled off. 183 parts of N-ethyl-N-butyl-aniline, corresponding to a yield of 69% of theory, distil at a boiling point of 88° - 91° C/5 mm Hg. Reactants: CCN=C=NCCCN(C)C (EDCI), ClC1=C(COC2=CC3=C(C(=C(S3)C(=O)O)OCOC)C=C2)C=CC(=C1)Cl (6-((2,4-dichlorobenzyl)oxy)-3-(methoxymethoxy)-1-benzothiophene-2-carboxylic acid), CN(C)C=O (DMF). Run in O (Water). Reaction conditions: time 15 hour. Yields the product ClC1=C(COC2=CC3=C(C(=C(S3)C(=O)N)OCOC)C=C2)C=CC(=C1)Cl (6-((2,4-Dichlorobenzyl)oxy)-3-(methoxymethoxy)-1-benzothiophene-2-carboxamide). Isolated yield 73.0%. Reaction SMILES: CC[N:3]=C=NCCCN(C)C.[Cl:12][C:13]1[CH:36]=[C:35]([Cl:37])[CH:34]=[CH:33][C:14]=1[CH2:15][O:16][C:17]1[CH:32]=[CH:31][C:20]2[C:21]([O:27][CH2:28][O:29][CH3:30])=[C:22]([C:24](O)=[O:25])[S:23][C:19]=2[CH:18]=1.CN(C=O)C>O>[Cl:12][C:13]1[CH:36]=[C:35]([Cl:37])[CH:34]=[CH:33][C:14]=1[CH2:15][O:16][C:17]1[CH:32]=[CH:31][C:20]2[C:21]([O:27][CH2:28][O:29][CH3:30])=[C:22]([C:24]([NH2:3])=[O:25])[S:23][C:19]=2[CH:18]=1. Procedure: A mixture of HOBt ammonia complex (387 mg), EDCI (487 mg), 6-((2,4-dichlorobenzyl)oxy)-3-(methoxymethoxy)-1-benzothiophene-2-carboxylic acid (700 mg) and DMF (5 mL) was stirred at room temperature for 15 h. Water was added to the mixture and the mixture was extracted with THF-AcOEt. The organic layer was washed successively with water and brine, dried over MgSO4, and concentrated in vacuo. The residue was washed with IPE and hexane to give the title compound (510 mg). The reactants are ClC1=NC=NC(=C1CC=O)Cl ((4,6-dichloropyrimidin-5-yl)acetaldehyde), [Si](C)(C)(C(C)(C)C)OCC(C)(N)C (1-{[tert-butyl(dimethyl)silyl]oxy}-2-methylpropan-2-amine). RXN SMILES: Cl[C:2]1[C:7]([CH2:8][CH:9]=O)=[C:6]([Cl:11])[N:5]=[CH:4][N:3]=1.[Si:12]([O:19][CH2:20][C:21]([CH3:24])([NH2:23])[CH3:22])([C:15]([CH3:18])([CH3:17])[CH3:16])([CH3:14])[CH3:13]>>[Si:12]([O:19][CH2:20][C:21]([N:23]1[C:2]2[N:3]=[CH:4][N:5]=[C:6]([Cl:11])[C:7]=2[CH:8]=[CH:9]1)([CH3:24])[CH3:22])([C:15]([CH3:18])([CH3:17])[CH3:16])([CH3:14])[CH3:13]. The product is [Si](C)(C)(C(C)(C)C)OCC(C)(C)N1C=CC2=C1N=CN=C2Cl (7-(2-{[tert-Butyl(dimethyl)silyl]oxy}-1,1-dimethylethyl)-4-chloro-7H-pyrrolo[2,3-d]pyrimidine). Procedure: The title compound was prepared according to the method described for Preparation 1 using (4,6-dichloropyrimidin-5-yl)acetaldehyde and 1-{[tert-butyl(dimethyl)silyl]oxy}-2-methylpropan-2-amine to afford the title compound as a yellow oil in 38% yield, 377 mg.